Dataset: the Open Reaction Database (ORD), a public repository of structured organic reaction records. Task: describe an organic reaction: reactants, conditions, products, and yield Starting materials: Amide, NC1COCC1 (3-aminotetrahydrofuran), ester, COC(=O)C=1C(=CC=C(C1)C=1SC=C(N1)C1=CC(=C(C=C1)Cl)Cl)C1=CC=C(C=C1)C(=O)O (4-[4-(3,4-dichloro-phenyl)-thiazol-2-yl]-biphenyl-2,4′-dicarboxylic acid 2-methyl ester), COC(=O)C=1C(=CC=C(C1)C=1SC=C(N1)C1=CC(=C(C=C1)Cl)Cl)C1=CC=C(C=C1)C(=O)O (4-[4-(3,4-dichloro-phenyl)-thiazol-2-yl]-biphenyl-2,4′-dicarboxylic acid 2-methyl ester). Yields the product ClC=1C=C(C=CC1Cl)C=1N=C(SC1)C=1C=C(C(=CC1)C1=CC=C(C=C1)C(NC1COCC1)=O)C(=O)O (4-[4-(3,4-dichloro-phenyl)-thiazol-2-yl]-4′-(tetrahydro-furan-3-ylcarbamoyl)-biphenyl-2-carboxylic acid). Isolated yield 119.2%. Reaction SMILES: C[O:2][C:3]([C:5]1[C:6]([C:24]2[CH:29]=[CH:28][C:27]([C:30](O)=[O:31])=[CH:26][CH:25]=2)=[CH:7][CH:8]=[C:9]([C:11]2[S:12][CH:13]=[C:14]([C:16]3[CH:21]=[CH:20][C:19]([Cl:22])=[C:18]([Cl:23])[CH:17]=3)[N:15]=2)[CH:10]=1)=[O:4].[NH2:33][CH:34]1[CH2:38][CH2:37][O:36][CH2:35]1>>[Cl:23][C:18]1[CH:17]=[C:16]([C:14]2[N:15]=[C:11]([C:9]3[CH:10]=[C:5]([C:3]([OH:2])=[O:4])[C:6]([C:24]4[CH:29]=[CH:28][C:27]([C:30](=[O:31])[NH:33][CH:34]5[CH2:38][CH2:37][O:36][CH2:35]5)=[CH:26][CH:25]=4)=[CH:7][CH:8]=3)[S:12][CH:13]=2)[CH:21]=[CH:20][C:19]=1[Cl:22]. Procedure details: Using the conditions of General Procedure E for Amide Coupling in Parallel Mode, 4-[4-(3,4-dichloro-phenyl)-thiazol-2-yl]-biphenyl-2,4′-dicarboxylic acid 2-methyl ester (which may be prepared as described for Intermediate 8; 100 mg, 0.21 mmol) was reacted with 3-aminotetrahydrofuran (available from Aldrich Chemical Company, Inc.; 54 mg, 0.62 mmol). The resulting ester was hydrolyzed and the acid was purified using HPLC Purification Conditions B to give 4-[4-(3,4-dichloro-phenyl)-thiazol-2-yl]-4′... The reactants are CCCCCC (hexane), ClC1=CC2=C(C(C(CN=C2C2=C(C=CC=C2)F)=CN(C)C)=O)C=C1 (8-chloro-3,4-dihydro-1-(2-fluorophenyl)-4-[(dimethylamino)methylene]-5H-2-benzazepin-5-one), C(C)(=O)O.C(=N)N (formamidine acetate), C[O-].[Na+] (sodium methoxide). The solvent is CO (methanol). Reaction conditions: time 3 hour. The product is ClC1=CC2=C(C3=C(CN=C2C2=C(C=CC=C2)F)C=NC=N3)C=C1 (9-Chloro-7-(2-fluorophenyl)-5H-pyrimido[5,4-d][2]benzazepine). RXN SMILES: [Cl:1][C:2]1[CH:24]=[CH:23][C:5]2[C:6](=O)[C:7](=[CH:18][N:19](C)[CH3:20])[CH2:8][N:9]=[C:10]([C:11]3[CH:16]=[CH:15][CH:14]=[CH:13][C:12]=3[F:17])[C:4]=2[CH:3]=1.C(O)(=O)C.C(N)=[NH:30].C[O-].[Na+].CCCCCC>CO>[Cl:1][C:2]1[CH:24]=[CH:23][C:5]2[C:6]3[N:30]=[CH:20][N:19]=[CH:18][C:7]=3[CH2:8][N:9]=[C:10]([C:11]3[CH:16]=[CH:15][CH:14]=[CH:13][C:12]=3[F:17])[C:4]=2[CH:3]=1 |f:1.2,3.4|. Procedure details: A mixture of 34.2 g (0.1 mole) of 8-chloro-3,4-dihydro-1-(2-fluorophenyl)-4-[(dimethylamino)methylene]-5H-2-benzazepin-5-one, 62.4 g (0.6 mole) of formamidine acetate, and 35 g (0.63 mole) of sodium methoxide in 700 ml of methanol was stirred at room temperature for 3 hr, while bubbling nitrogen through the solution. The mixture was diluted with water and extracted with methylene chloride. The methylene chloride solution was dried over anhydrous sodium sulfate and concentrated at reduced pressur... As a reaction SMILES: [Br:1][C:2]1[NH:3][C:4]([C:11]([O:13][CH3:14])=[O:12])=[C:5]([C:7]([O:9][CH3:10])=[O:8])[N:6]=1.Br[CH2:16][C:17]#[C:18][CH3:19].C(N(CC)C(C)C)(C)C>O1CCCC1>[Br:1][C:2]1[N:6]([CH2:16][C:17]#[C:18][CH3:19])[C:5]([C:7]([O:9][CH3:10])=[O:8])=[C:4]([C:11]([O:13][CH3:14])=[O:12])[N:3]=1. Procedure details: A solution of 15.0 g (57.0 mmol) of dimethyl 2-bromo-imidazole-4,5-dicarboxylate, 5.15 ml (57.0 mmol) of 1-bromo-2-butyne and 50 ml of N,N-diisopropylethylamine in 280 ml of tetrahydrofuran was refluxed for one hour. The mixture was concentrated by evaporation, the residue combined with approx. 100 ml of water and extracted three times with 70 ml of ethyl acetate. The extracts were washed with 50 ml of water, dried and evaporated down. The crude product thus obtained was purified by column chrom... Solvent: O1CCCC1 (tetrahydrofuran). Yield: 75.0%. Reactants: BrC=1NC(=C(N1)C(=O)OC)C(=O)OC (dimethyl 2-bromo-imidazole-4,5-dicarboxylate), BrCC#CC (1-bromo-2-butyne), C(C)(C)N(C(C)C)CC (N,N-diisopropylethylamine). Yields the product BrC=1N(C(=C(N1)C(=O)OC)C(=O)OC)CC#CC (dimethyl 2-bromo-1-(but-2-ynyl)-1H-imidazol-4,5-dicarboxylate). Reactants: C(C)OC(=O)NN1C(CC(C=C1C1=CC(=CC=C1)C(F)(F)F)C)=O (1-(ethoxycarbonyl)amino-3,4-dihydro-4-methyl-6-(3'-trifluoromethylphenyl)-2-(1H)-pyridone), C(#N)C1=C(C(=O)C(=C(C1=O)Cl)Cl)C#N (DDQ). Run in C1(=CC=CC=C1)C (toluene). Product: C(C)OC(=O)NN1C(C=C(C=C1C1=CC(=CC=C1)C(F)(F)F)C)=O (1-(Ethoxycarbonyl)amino-4-methyl-6-(3'-trifluoromethylphenyl)-2-(1H)-pyridone). RXN SMILES: [CH2:1]([O:3][C:4]([NH:6][N:7]1[C:12]([C:13]2[CH:18]=[CH:17][CH:16]=[C:15]([C:19]([F:22])([F:21])[F:20])[CH:14]=2)=[CH:11][CH:10]([CH3:23])[CH2:9][C:8]1=[O:24])=[O:5])[CH3:2].C(C1C(=O)C(Cl)=C(Cl)C(=O)C=1C#N)#N>C1(C)C=CC=CC=1>[CH2:1]([O:3][C:4]([NH:6][N:7]1[C:12]([C:13]2[CH:18]=[CH:17][CH:16]=[C:15]([C:19]([F:20])([F:21])[F:22])[CH:14]=2)=[CH:11][C:10]([CH3:23])=[CH:9][C:8]1=[O:24])=[O:5])[CH3:2]. Reported procedure: A solution of 2.6 g (8 mmol) of 1-(ethoxycarbonyl)amino-3,4-dihydro-4-methyl-6-(3'-trifluoromethylphenyl)-2-(1H)-pyridone in 75 ml of toluene is treated with 2.3 g (10 mmol) of DDQ and the mixture is refluxed for 6 hours. After cooling, the reaction solution is filtered off by suction through Alox n and the filtrated is evaporated on a rotary evaporator. The oil which remains is purified by column chromatography on Alox n (eluent: ethyl acetate:methanol=95:5). Reactants: NC1=NC=NC=C1NC(C1=CC(=C(C=C1)OC)OC)=O (4-amino-5-(3,4-dimethoxy-benzoylamino)-pyrimidine). The solvent is P(=O)(Cl)(Cl)Cl (phosphorus oxychloride). The product is COC=1C=C(C=CC1OC)C1=NC2=NC=NC=C2N1 (8-(3,4-Dimethoxy-phenyl)-purine). RXN SMILES: [NH2:1][C:2]1[C:7]([NH:8][C:9](=O)[C:10]2[CH:15]=[CH:14][C:13]([O:16][CH3:17])=[C:12]([O:18][CH3:19])[CH:11]=2)=[CH:6][N:5]=[CH:4][N:3]=1>P(Cl)(Cl)(Cl)=O>[CH3:19][O:18][C:12]1[CH:11]=[C:10]([C:9]2[NH:8][C:7]3[C:2](=[N:3][CH:4]=[N:5][CH:6]=3)[N:1]=2)[CH:15]=[CH:14][C:13]=1[O:16][CH3:17]. Procedure: An amount of 7.5 g of 4-amino-5-(3,4-dimethoxy-benzoylamino)-pyrimidine was refluxed in 100 ml of phosphorus oxychloride for six hours. After evaporation and pouring on water, the solution was neutralized by means of potassium carbonate. The solution was evaporated to dryness, and the residue was extracted with boiling ethanol. The alcoholic solution was evaporated, and the remaining product was purified over silicagel (eluate: methylene chloride/ethanol in a volume ratio of 19:1).